From a dataset of the Open Reaction Database (ORD), a public repository of structured organic reaction records. describe an organic reaction: reactants, conditions, products, and yield The reactants are N[C@@H](C)C(=O)N1[C@H](C(=O)N2[C@H](C(=O)O)CCC2)CCC1 (L-alanyl-L-prolyl-L-proline), C1(=CC=CC=C1)N=C=O (phenylisocyanate). Solvent: [OH-].[Na+] (sodium hydroxide), [OH-].[Na+] (sodium hydroxide). Product: C1(=CC=CC=C1)NC(=O)N[C@@H](C)C(=O)N1[C@H](C(=O)N2[C@H](C(=O)O)CCC2)CCC1 (N-phenylcarbamoyl-L-alanyl-L-prolyl-L-proline). Yield: 58.7%. RXN SMILES: [NH2:1][C@H:2]([C:4]([N:6]1[CH2:20][CH2:19][CH2:18][C@H:7]1[C:8]([N:10]1[CH2:17][CH2:16][CH2:15][C@H:11]1[C:12]([OH:14])=[O:13])=[O:9])=[O:5])[CH3:3].[C:21]1([N:27]=[C:28]=[O:29])[CH:26]=[CH:25][CH:24]=[CH:23][CH:22]=1>[OH-].[Na+]>[C:21]1([NH:27][C:28]([NH:1][C@H:2]([C:4]([N:6]2[CH2:20][CH2:19][CH2:18][C@H:7]2[C:8]([N:10]2[CH2:17][CH2:16][CH2:15][C@H:11]2[C:12]([OH:14])=[O:13])=[O:9])=[O:5])[CH3:3])=[O:29])[CH:26]=[CH:25][CH:24]=[CH:23][CH:22]=1 |f:2.3|. Reported procedure: L-alanyl-L-prolyl-L-proline (3.00 g, 10.6 m mole) was dissolved in 1N aqueous sodium hydroxide (10.6 ml, 10.6 m mole), and phenylisocyanate (1.89 g, 15.9 m mole) was gradually added thereto while stirring and coating with ice. After that, the reaction solution was stirred overnight at room temperature. The pH value of the solution was about 7 and white crystals were given in the solution. The solution was adjusted to pH 12 with 1N aqueous sodium hydroxide and the insoluble matters were filtered ...